Dataset: the Open Reaction Database (ORD), a public repository of structured organic reaction records. Task: describe an organic reaction: reactants, conditions, products, and yield The reactants are ClC1=C(C=CC=C1)N1N=C(CC1C1=CC=C(C=C1)N1CCN(CC1)C(=O)OC(C)(C)C)C(O)(C(F)(F)F)C(F)(F)F (1-(2-chloro-phenyl)-5-[4-(4-BOC-piperazin-1-yl)-phenyl]-3-[di-(trifluoromethyl)-hydroxy-methyl]-4,5-dihydro-1H-pyrazole), Cl (hydrochloric acid). Run in C(C)(=O)OCC (ethyl acetate). Conditions: time 2 hour. Yields the product Cl.ClC1=C(C=CC=C1)N1N=C(CC1C1=CC=C(C=C1)N1CCNCC1)C(O)(C(F)(F)F)C(F)(F)F (1-(2-chloro-phenyl)-5-[4-(piperazin-1-yl)-phenyl]-3-[di-(trifluoromethyl)-hydroxy-methyl]-4,5-dihydro-1H-pyrazole hydrochloride). Isolated yield 207.1%. As a reaction SMILES: [Cl:1][C:2]1[CH:7]=[CH:6][CH:5]=[CH:4][C:3]=1[N:8]1[CH:12]([C:13]2[CH:18]=[CH:17][C:16]([N:19]3[CH2:24][CH2:23][N:22](C(OC(C)(C)C)=O)[CH2:21][CH2:20]3)=[CH:15][CH:14]=2)[CH2:11][C:10]([C:32]([C:38]([F:41])([F:40])[F:39])([C:34]([F:37])([F:36])[F:35])[OH:33])=[N:9]1.Cl>C(OCC)(=O)C>[ClH:1].[Cl:1][C:2]1[CH:7]=[CH:6][CH:5]=[CH:4][C:3]=1[N:8]1[CH:12]([C:13]2[CH:14]=[CH:15][C:16]([N:19]3[CH2:24][CH2:23][NH:22][CH2:21][CH2:20]3)=[CH:17][CH:18]=2)[CH2:11][C:10]([C:32]([C:34]([F:36])([F:35])[F:37])([C:38]([F:41])([F:40])[F:39])[OH:33])=[N:9]1 |f:3.4|. Procedure details: 1-(2-Chloro-phenyl)-5-[4-(4-BOC-piperazin-1-yl)-phenyl]-3-[di-(trifluoromethyl)-hydroxy-methyl]-4,5-dihydro-1H-pyrazole (480.0 mg, 0.8 mmol) prepared in Example 311 was added to a saturated solution of hydrochloric acid in ethyl acetate (5.0 mL). The reaction mixture was stirred at room temperature for 2 hours and then concentrated under reduced pressure to give 450.0 mg of the titled compound as a pale yellow solid. Starting materials: CO, CC(=O)CN1CCC(Nc2nc3ccccc3n2Cc2ccc(F)cc2)CC1, [H][H], N. Yields the product CC(N)CN1CCC(Nc2nc3ccccc3n2Cc2ccc(F)cc2)CC1. RXN SMILES: [CH3:32][OH:33].[F:1][c:2]1[cH:3][cH:4][c:5]([CH2:8][n:9]2[c:10]([NH:18][CH:19]3[CH2:20][CH2:21][N:22]([CH2:25][C:26]([CH3:27])=[O:28])[CH2:23][CH2:24]3)[n:11][c:12]3[c:13]2[cH:14][cH:15][cH:16][cH:17]3)[cH:6][cH:7]1.[H:30][H:31].[NH3:29]>>[F:1][c:2]1[cH:3][cH:4][c:5]([CH2:8][n:9]2[c:10]([NH:18][CH:19]3[CH2:20][CH2:21][N:22]([CH2:25][CH:26]([CH3:27])[NH2:29])[CH2:23][CH2:24]3)[n:11][c:12]3[c:13]2[cH:14][cH:15][cH:16][cH:17]3)[cH:6][cH:7]1. Starting materials: Clc1ccc(C(Br)c2ccccc2)cc1, O=C([O-])[O-], CC#N, [Cs+], [Cs+], COC(=O)C(c1cc(F)cc(F)c1)C1CNC1. The product is COC(=O)C(c1cc(F)cc(F)c1)C1CN(C(c2ccccc2)c2ccc(Cl)cc2)C1. As a reaction SMILES: [Br:1][CH:2]([c:3]1[cH:4][cH:5][c:6]([Cl:9])[cH:7][cH:8]1)[c:10]1[cH:11][cH:12][cH:13][cH:14][cH:15]1.[C:33](=[O:34])([O-:35])[O-:36].[CH3:39][C:40]#[N:41].[Cs+:37].[Cs+:38].[NH:16]1[CH2:17][CH:18]([CH:20]([C:21](=[O:22])[O:23][CH3:24])[c:25]2[cH:26][c:27]([F:32])[cH:28][c:29]([F:31])[cH:30]2)[CH2:19]1>>[CH:2]([c:3]1[cH:4][cH:5][c:6]([Cl:9])[cH:7][cH:8]1)([c:10]1[cH:11][cH:12][cH:13][cH:14][cH:15]1)[N:16]1[CH2:17][CH:18]([CH:20]([C:21](=[O:22])[O:23][CH3:24])[c:25]2[cH:26][c:27]([F:32])[cH:28][c:29]([F:31])[cH:30]2)[CH2:19]1. Starting materials: COC=1C=C2CC(NC2=CC1)=O (5-methyoxyoxindole), N1=CC(=CC=C1)/C=C/C1=NNC2=CC(=CC=C12)C=O ((E)-3-(2-(pyridin-3-yl)vinyl)-1H-indazole-6-carbaldehyde). Yields the product COC=1C=C2C(C(NC2=CC1)=O)=CC1=CC=C2C(=NNC2=C1)\C=C\C=1C=NC=CC1 (5-methoxy-3-((3-((E)-2-(pyridin-3-yl)vinyl)-1H-indazol-6-yl)methylene)indolin-2-one). Yield: 67.2%. RXN SMILES: [CH3:1][O:2][C:3]1[CH:4]=[C:5]2[C:9](=[CH:10][CH:11]=1)[NH:8][C:7](=[O:12])[CH2:6]2.[N:13]1[CH:18]=[CH:17][CH:16]=[C:15](/[CH:19]=[CH:20]/[C:21]2[C:29]3[C:24](=[CH:25][C:26]([CH:30]=O)=[CH:27][CH:28]=3)[NH:23][N:22]=2)[CH:14]=1>>[CH3:1][O:2][C:3]1[CH:4]=[C:5]2[C:9](=[CH:10][CH:11]=1)[NH:8][C:7](=[O:12])[C:6]2=[CH:30][C:26]1[CH:25]=[C:24]2[C:29]([C:21](/[CH:20]=[CH:19]/[C:15]3[CH:14]=[N:13][CH:18]=[CH:17][CH:16]=3)=[N:22][NH:23]2)=[CH:28][CH:27]=1. Reported procedure: The title compound (53 mg, 67%) was synthesized as an orange red solid according to the method described for Example A67 (oil temp 75° C., reflux 90 min) using 5-methyoxyoxindole (32.6 mg, 0.2 mmol) and (E)-3-(2-(pyridin-3-yl)vinyl)-1H-indazole-6-carbaldehyde (49.8 mg, 0.2 mmol). 1H NMR indicated 4:1 mixture of E/Z isomers. 1H NMR (400 MHz, DMSO-d6) δ 13.50 (br. s, 1H, NH), 10.44 (s, 1H, NH), 8.91 (d, 1H), 8.48 (d, J=4.8 Hz, 1H), 8.36 (d, J=8.4 Hz, 1H), 8.20 (d, J=7.6 Hz, 1H), 7.92 (s, 1H), 7.79... The reactants are COc1ccccc1-c1nc2cc(C)ccc2c(=O)[nH]1, Cc1ccccc1, CCN(C(C)C)C(C)C, O=P(Cl)(Cl)Cl. The product is COc1ccccc1-c1nc(Cl)c2ccc(C)cc2n1. As a reaction SMILES: [CH3:1][O:2][c:3]1[c:4](-[c:9]2[n:10][c:11]3[cH:12][c:13]([CH3:20])[cH:14][cH:15][c:16]3[c:17](=[O:19])[nH:18]2)[cH:5][cH:6][cH:7][cH:8]1.[CH3:35][c:36]1[cH:37][cH:38][cH:39][cH:40][cH:41]1.[CH:21]([N:22]([CH:23]([CH3:24])[CH3:25])[CH2:26][CH3:27])([CH3:28])[CH3:29].[P:30]([Cl:31])([Cl:32])([Cl:33])=[O:34]>>[CH3:1][O:2][c:3]1[c:4](-[c:9]2[n:10][c:11]3[cH:12][c:13]([CH3:20])[cH:14][cH:15][c:16]3[c:17]([Cl:32])[n:18]2)[cH:5][cH:6][cH:7][cH:8]1. Reactants: C(CC(=O)C)(=O)OC (methyl acetoacetate), C(CCCCCCCCCCC)O (dodecyl alcohol). Solvent: CO (methanol). Run at temperature 165 celsius, time 8 hour. The product is C(CC(=O)C)(=O)OCCCCCCCCCCCC (dodecyl acetoacetate). RXN SMILES: [C:1]([O:7][CH3:8])(=[O:6])[CH2:2][C:3]([CH3:5])=[O:4].[CH2:9](O)[CH2:10][CH2:11][CH2:12][CH2:13][CH2:14][CH2:15][CH2:16][CH2:17][CH2:18][CH2:19]C>CO>[C:1]([O:7][CH2:8][CH2:19][CH2:18][CH2:17][CH2:16][CH2:15][CH2:14][CH2:13][CH2:12][CH2:11][CH2:10][CH3:9])(=[O:6])[CH2:2][C:3]([CH3:5])=[O:4]. Procedure details: Introduced into a reactor equipped with a stirrer mechanism, a Vigreux column with a column head and a reflux condenser are 464 g (4 moles) of methyl acetoacetate and 186 g of dodecyl alcohol. The temperature of the reaction medium is progressively raised to 165° C. and the methanol having formed is distilled until the reaction is terminated, that is to say, for about 8 hours. The methyl acetoacetate excess is eliminated under a reduced pressure of 8 mm Hg and the crude dodecyl acetoacetate is r... Starting materials: Cl.CC=1C=C(C=C(C1OCC)C)NN (3,5-dimethyl-4-ethoxyphenylhydrazine hydrochloride), CC1C(C2=CC=CC=C2C1)=O (2-methyl-1-indanone), [OH-].[Na+] (sodium hydroxide). Solvent: O (water), C(C)(=O)O (acetic acid). Yields the product C(C)OC1=C(C=2C3(C(=NC2C=C1C)C1=CC=CC=C1C3)C)C (9b,10-dihydro-8-ethoxy-7,9,9b-trimethylindeno[1,2-b]indole). Yield: 96.1%. RXN SMILES: Cl.[CH3:2][C:3]1[CH:4]=[C:5]([NH:13]N)[CH:6]=[C:7]([CH3:12])[C:8]=1[O:9][CH2:10][CH3:11].[CH3:15][CH:16]1[CH2:24][C:23]2[C:18](=[CH:19][CH:20]=[CH:21][CH:22]=2)[C:17]1=O.[OH-].[Na+]>C(O)(=O)C.O>[CH2:10]([O:9][C:8]1[C:3]([CH3:2])=[CH:4][C:5]2[N:13]=[C:17]3[C:18]4[C:23]([CH2:24][C:16]3([CH3:15])[C:6]=2[C:7]=1[CH3:12])=[CH:22][CH:21]=[CH:20][CH:19]=4)[CH3:11] |f:0.1,3.4|. Reported procedure: A solution of 2.16 g (0.01 mol) of 3,5-dimethyl-4-ethoxyphenylhydrazine hydrochloride and 1.46 g (0.01 mol) of 2-methyl-1-indanone in 20 ml of acetic acid was stirred overnight at room temperature and then refluxed for 3 hours. The mixture was diluted with water, alkalinized with 10N sodium hydroxide solution and extracted three times with methylene chloride. The combined organic phase was washed with water, dried (Na2SO4) and evaporated giving 2.8 g of crude product which was recrystallized fro...